This data is from the Open Reaction Database (ORD), a public repository of structured organic reaction records. The task is: describe an organic reaction: reactants, conditions, products, and yield Starting materials: CC1CCCC1O, [Cl-], Clc1cc(Cl)ncn1, [H-], [NH4+], [Na+], C1CCOC1. The product is CC1CCCC1Oc1cc(Cl)ncn1. Reaction SMILES: [CH3:3][CH:4]1[CH:5]([OH:9])[CH2:6][CH2:7][CH2:8]1.[Cl-:18].[Cl:10][c:11]1[n:12][cH:13][n:14][c:15]([Cl:17])[cH:16]1.[H-:1].[NH4+:19].[Na+:2].[O:20]1[CH2:21][CH2:22][CH2:23][CH2:24]1>>[CH3:3][CH:4]1[CH:5]([O:9][c:15]2[n:14][cH:13][n:12][c:11]([Cl:10])[cH:16]2)[CH2:6][CH2:7][CH2:8]1.